From a dataset of the Open Reaction Database (ORD), a public repository of structured organic reaction records. describe an organic reaction: reactants, conditions, products, and yield The reactants are [Br-], CCOC(=O)OC(C)Cl, NC=O, [Li+]. The product is CCOC(=O)OC(C)Br. As a reaction SMILES: [Br-:2].[C:3]([O:4][CH2:5][CH3:6])([O:7][CH:8]([CH3:9])[Cl:10])=[O:11].[CH:12]([NH2:13])=[O:14].[Li+:1]>>[Br:2][CH:8]([O:7][C:3]([O:4][CH2:5][CH3:6])=[O:11])[CH3:9]. Starting materials: ClC1=CC2=C(NC(=N2)C2=CC=C(C(=O)O)C=C2)C=C1 (4-(5-chloro-1H-benzoimidazol-2-yl)-benzoic acid), C(C(=O)Cl)(=O)Cl (oxalyl chloride), acid chloride. Reagents/catalysts: CN(C=O)C (dimethylformamide). Solvent: ClCCl (dichloromethane). Run at time 2 hour. The product is ClC1=CC2=C(NC(=N2)C2=CC=C(C(=O)Cl)C=C2)C=C1 (4-(5-Chloro-1H-benzoimidazol-2-yl)-benzoyl chloride). As a reaction SMILES: [Cl:1][C:2]1[CH:19]=[CH:18][C:5]2[NH:6][C:7]([C:9]3[CH:17]=[CH:16][C:12]([C:13](O)=[O:14])=[CH:11][CH:10]=3)=[N:8][C:4]=2[CH:3]=1.C(Cl)(=O)C([Cl:23])=O>ClCCl.CN(C)C=O>[Cl:1][C:2]1[CH:19]=[CH:18][C:5]2[NH:6][C:7]([C:9]3[CH:17]=[CH:16][C:12]([C:13]([Cl:23])=[O:14])=[CH:11][CH:10]=3)=[N:8][C:4]=2[CH:3]=1. Procedure: To a stirring solution of 4-(5-chloro-1H-benzoimidazol-2-yl)-benzoic acid (1.0 mmol) (CAS 204514-08-9) and oxalyl chloride (2.0 mmol) in dichloromethane (0.10M), add 2 drops of dimethylformamide as a catalyst. Stir at room temperature for 2 hours. After this time, concentrate the reaction in vacuo. Assume total conversion to the acid chloride. Starting materials: C=CCN(C)CCCCCCOc1ccc2c(c1)CCNC2c1ccc(Br)cc1, C=O, [Na+], C1COCCO1, [OH-]. Yields the product C=CCN(C)CCCCCCOc1ccc2c(c1)CCN(C)C2c1ccc(Br)cc1. RXN SMILES: [CH2:1]([CH:2]=[CH2:3])[N:4]([CH3:5])[CH2:6][CH2:7][CH2:8][CH2:9][CH2:10][CH2:11][O:12][c:13]1[cH:14][c:15]2[c:20]([cH:21][cH:22]1)[CH:19]([c:23]1[cH:24][cH:25][c:26]([Br:29])[cH:27][cH:28]1)[NH:18][CH2:17][CH2:16]2.[CH2:30]=[O:31].[Na+:33].[O:34]1[CH2:35][CH2:36][O:37][CH2:38][CH2:39]1.[OH-:32]>>[CH2:1]([CH:2]=[CH2:3])[N:4]([CH3:5])[CH2:6][CH2:7][CH2:8][CH2:9][CH2:10][CH2:11][O:12][c:13]1[cH:14][c:15]2[c:20]([cH:21][cH:22]1)[CH:19]([c:23]1[cH:24][cH:25][c:26]([Br:29])[cH:27][cH:28]1)[N:18]([CH3:30])[CH2:17][CH2:16]2. RXN SMILES: [C:1]([C:4]1[CH:5]=[CH:6][C:7]2[O:11][C:10](C(OC)=O)=[CH:9][C:8]=2[CH:16]=1)(=[O:3])[CH3:2].[OH-].[Na+]>CO>[C:1]([C:4]1[CH:5]=[CH:6][C:7]2[O:11][CH:10]=[CH:9][C:8]=2[CH:16]=1)(=[O:3])[CH3:2] |f:1.2|. The product is C(C)(=O)C=1C=CC2=C(C=CO2)C1 (5-acetyl-1-benzofuran). Conditions: temperature 60 celsius, time 1 hour. Starting materials: C(C)(=O)C=1C=CC2=C(C=C(O2)C(=O)OC)C1 (5-Acetyl-2-methoxycarbonyl-1-benzofuran), [OH-].[Na+] (sodium hydroxide). Reported procedure: 5-Acetyl-2-methoxycarbonyl-1-benzofuran [Ramachandra P. K., Cheng T., Horton W. T., J. Org. Chem. 28 2744 (1963)] (795 mg, 3.64 mmol) was dissolved in methanol (7 mL), and 20% sodium hydroxide (7 mL) was added to the solution. The mixture was stirred for one hour at 60° C., followed by concentrating under reduced pressure. Subsequently, the reaction mixture was acidified with hydrochloric acid. The formed precipitates were collected through filtration, washed with water and dried, to thereby yie... The solvent is CO (methanol). Reactants: CCC(CC)C(=O)Cl, ClCCl, Cc1cc2c(cc1C(F)(F)F)NCCCC2N(Cc1cc(C(F)(F)F)cc(C(F)(F)F)c1)c1nnn(C)n1, c1ccncc1. Yields the product CCC(CC)C(=O)N1CCCC(N(Cc2cc(C(F)(F)F)cc(C(F)(F)F)c2)c2nnn(C)n2)c2cc(C)c(C(F)(F)F)cc21. Reaction SMILES: [CH2:1]([CH3:2])[CH:3]([C:4](=[O:5])[Cl:6])[CH2:7][CH3:8].[CH2:53]([Cl:54])[Cl:55].[F:9][C:10]([c:11]1[cH:12][c:13]([CH2:14][N:15]([CH:16]2[c:17]3[c:18]([cH:23][c:24]([C:28]([F:29])([F:30])[F:31])[c:25]([CH3:27])[cH:26]3)[NH:19][CH2:20][CH2:21][CH2:22]2)[c:32]2[n:33][n:34][n:35]([CH3:37])[n:36]2)[cH:38][c:39]([C:41]([F:42])([F:43])[F:44])[cH:40]1)([F:45])[F:46].[cH:47]1[cH:48][cH:49][n:50][cH:51][cH:52]1>>[CH2:1]([CH3:2])[CH:3]([C:4](=[O:5])[N:19]1[c:18]2[c:17]([cH:26][c:25]([CH3:27])[c:24]([C:28]([F:29])([F:30])[F:31])[cH:23]2)[CH:16]([N:15]([CH2:14][c:13]2[cH:12][c:11]([C:10]([F:9])([F:45])[F:46])[cH:40][c:39]([C:41]([F:42])([F:43])[F:44])[cH:38]2)[c:32]2[n:33][n:34][n:35]([CH3:37])[n:36]2)[CH2:22][CH2:21][CH2:20]1)[CH2:7][CH3:8]. Yields the product CC(OC1CN(C(=O)OC(C)(C)C)CC1c1ccc(F)cc1)c1cc(C(F)(F)F)cc(C(F)(F)F)c1. Reaction SMILES: [CH3:39][CH2:40][OH:41].[F:1][C:2]([c:3]1[cH:4][c:5]([C:13](=[CH2:14])[O:15][CH:16]2[CH2:17][N:18]([C:28](=[O:29])[O:30][C:31]([CH3:32])([CH3:33])[CH3:34])[CH2:19][CH:20]2[c:21]2[cH:22][cH:23][c:24]([F:27])[cH:25][cH:26]2)[cH:6][c:7]([C:9]([F:10])([F:11])[F:12])[cH:8]1)([F:35])[F:36].[H:37][H:38]>>[F:1][C:2]([c:3]1[cH:4][c:5]([CH:13]([CH3:14])[O:15][CH:16]2[CH2:17][N:18]([C:28](=[O:29])[O:30][C:31]([CH3:32])([CH3:33])[CH3:34])[CH2:19][CH:20]2[c:21]2[cH:22][cH:23][c:24]([F:27])[cH:25][cH:26]2)[cH:6][c:7]([C:9]([F:10])([F:11])[F:12])[cH:8]1)([F:35])[F:36]. The reactants are CCO, C=C(OC1CN(C(=O)OC(C)(C)C)CC1c1ccc(F)cc1)c1cc(C(F)(F)F)cc(C(F)(F)F)c1, [H][H]. The reactants are CC(=O)OC(C)=O, CCC=C(C)C=CCO, c1ccncc1. The product is CCC=C(C)C=CCOC(C)=O. As a reaction SMILES: [CH3:10][C:11](=[O:12])[O:13][C:14](=[O:15])[CH3:16].[CH3:1][C:2]([CH:3]=[CH:4][CH2:5][OH:6])=[CH:7][CH2:8][CH3:9].[cH:17]1[cH:18][cH:19][n:20][cH:21][cH:22]1>>[CH3:1][C:2]([CH:3]=[CH:4][CH2:5][O:6][C:11]([CH3:10])=[O:12])=[CH:7][CH2:8][CH3:9]. Reactants: COC(=O)Cc1ccc(OC)c(-c2ccc(C(F)(F)F)cc2CNC(C)C(O)c2ccccc2)c1, CO, [Na+], [OH-]. Yields the product COc1ccc(CC(=O)O)cc1-c1ccc(C(F)(F)F)cc1CNC(C)C(O)c1ccccc1. As a reaction SMILES: [CH3:1][O:2][C:3]([CH2:4][c:5]1[cH:6][c:7](-[c:13]2[c:14]([CH2:23][NH:24][CH:25]([CH:26]([c:27]3[cH:28][cH:29][cH:30][cH:31][cH:32]3)[OH:33])[CH3:34])[cH:15][c:16]([C:19]([F:20])([F:21])[F:22])[cH:17][cH:18]2)[c:8]([O:11][CH3:12])[cH:9][cH:10]1)=[O:35].[CH3:38][OH:39].[Na+:37].[OH-:36]>>[O:2]=[C:3]([CH2:4][c:5]1[cH:6][c:7](-[c:13]2[c:14]([CH2:23][NH:24][CH:25]([CH:26]([c:27]3[cH:28][cH:29][cH:30][cH:31][cH:32]3)[OH:33])[CH3:34])[cH:15][c:16]([C:19]([F:20])([F:21])[F:22])[cH:17][cH:18]2)[c:8]([O:11][CH3:12])[cH:9][cH:10]1)[OH:35].